This data is from the Open Reaction Database (ORD), a public repository of structured organic reaction records. The task is: describe an organic reaction: reactants, conditions, products, and yield Starting materials: C(C)(C)(C)OC(=O)N([C@H](C(=O)O)CC(C)C)C ((S)-2-(tert-butoxycarbonyl(methyl)amino)-4-methylpentanoic acid), C(CCl)Cl (EDC), C1=NC=CC2=CC=C(C=C12)N (isoquinolin-7-amine). Run at time 4 hour. Product: Hexanes EtOAc, C1=NC=CC2=CC=C(C=C12)NC([C@H](CC(C)C)N(C(OC(C)(C)C)=O)C)=O ((S)-tert-butyl 1-(isoquinolin-7-ylamino)-4-methyl-1-oxopentan-2-yl(methyl)carbamate). Reaction SMILES: [C:1]([O:5][C:6]([N:8]([CH3:17])[C@@H:9]([CH2:13][CH:14]([CH3:16])[CH3:15])[C:10]([OH:12])=O)=[O:7])([CH3:4])([CH3:3])[CH3:2].C(Cl)CCl.[CH:22]1[C:31]2[C:26](=[CH:27][CH:28]=[C:29]([NH2:32])[CH:30]=2)[CH:25]=[CH:24][N:23]=1>CN(C=O)C.CN(C1C=CN=CC=1)C>[CH:22]1[C:31]2[C:26](=[CH:27][CH:28]=[C:29]([NH:32][C:10](=[O:12])[C@@H:9]([N:8]([CH3:17])[C:6](=[O:7])[O:5][C:1]([CH3:2])([CH3:3])[CH3:4])[CH2:13][CH:14]([CH3:16])[CH3:15])[CH:30]=2)[CH:25]=[CH:24][N:23]=1. The reagents and catalysts are CN(C)C=1C=CN=CC1 (DMAP). Reported procedure: To (S)-2-(tert-butoxycarbonyl(methyl)amino)-4-methylpentanoic acid in DMF was added EDC, DMAP and isoquinolin-7-amine. This mixture was stirred for 4 hours and the reaction was washed with NaHCO3 (sat), extracted with EtOAc, dried (Na2SO4), filtered and evaporated. Column chromatography (SiO2, Hexanes/EtOAc) gave pure (S)-tert-butyl 1-(isoquinolin-7-ylamino)-4-methyl-1-oxopentan-2-yl(methyl)carbamate (E87). Solvent: CN(C)C=O (DMF). Reactants: C(C)(=O)OC=1C=C2CC[C@H]3[C@@H]4CCC([C@@]4(C)CC[C@@H]3[C@]2([C@H](C1)C)C)=O (3-acetoxy-1α-methyl-androsta-2,4-dien-17-one), IN1C(CCC1=O)=O (N-iodosuccinimide). Run in ice water, CO (methanol). Reaction conditions: time 1 hour. Yields the product crude product, I[C@H]1C(C=C2CC[C@H]3[C@@H]4CCC([C@@]4(C)CC[C@@H]3[C@]2([C@H]1C)C)=O)=O (2α-iodo-1α-methylandrost-4-ene-3,17-dione). Yield: 55.4%. As a reaction SMILES: C([O:4][C:5]1[CH:6]=[C:7]2[C@:20]([CH3:24])([C@@H:21]([CH3:23])[CH:22]=1)[C@@H:19]1[C@H:10]([C@H:11]3[C@@:15]([CH2:17][CH2:18]1)([CH3:16])[C:14](=[O:25])[CH2:13][CH2:12]3)[CH2:9][CH2:8]2)(=O)C.[I:26]N1C(=O)CCC1=O>CO>[I:26][C@@H:22]1[C@H:21]([CH3:23])[C@@:20]2([CH3:24])[C:7]([CH2:8][CH2:9][C@@H:10]3[C@@H:19]2[CH2:18][CH2:17][C@@:15]2([CH3:16])[C@H:11]3[CH2:12][CH2:13][C:14]2=[O:25])=[CH:6][C:5]1=[O:4]. Reported procedure: 3.42 g (10 mmol) of 3-acetoxy-1α-methyl-androsta-2,4-dien-17-one (DE-A 3715869) is dissolved in 40 ml of absolute methanol. 2.25 g (10 mmol) of N-iodosuccinimide is added under nitrogen atmosphere and it is stirred for 1 hour at room temperature. The reaction mixture is added with stirring in 70 ml of ice water and the product is extracted with ethyl acetate. The organic phase is washed with 50 ml of water and dried on sodium sulfate. After chromatography of the crude product on silica gel with ... The reactants are C(C(C)C)C1=CC=C(C=C1)C(C1=CC=C(C=C1)CC(C)C)NC=1C=C(C(=O)C=2C=C(N3C=CC=CC23)CCCC(=O)O)C=CC1 (4-[1-[3-[bis(4-isobutylphenyl)methylamino]benzoyl]indolizin-3-yl]butyric acid), [OH-].[Na+] (sodium hydroxide). The solvent is C(C)O (ethanol). The product is C(C(C)C)C1=CC=C(C=C1)C(C1=CC=C(C=C1)CC(C)C)NC=1C=C(C(=O)C=2C=C(N3C=CC=CC23)CCCC(=O)[O-])C=CC1.[Na+] (sodium 4-[1-[3-[bis(4-isobutylphenyl)methylamino]benzoyl]indolizin-3-yl]butyrate). Reaction SMILES: [CH2:1]([C:5]1[CH:10]=[CH:9][C:8]([CH:11]([NH:22][C:23]2[CH:24]=[C:25]([CH:43]=[CH:44][CH:45]=2)[C:26]([C:28]2[CH:29]=[C:30]([CH2:37][CH2:38][CH2:39][C:40]([OH:42])=[O:41])[N:31]3[C:36]=2[CH:35]=[CH:34][CH:33]=[CH:32]3)=[O:27])[C:12]2[CH:17]=[CH:16][C:15]([CH2:18][CH:19]([CH3:21])[CH3:20])=[CH:14][CH:13]=2)=[CH:7][CH:6]=1)[CH:2]([CH3:4])[CH3:3].[OH-].[Na+:47]>C(O)C>[CH2:18]([C:15]1[CH:14]=[CH:13][C:12]([CH:11]([NH:22][C:23]2[CH:24]=[C:25]([CH:43]=[CH:44][CH:45]=2)[C:26]([C:28]2[CH:29]=[C:30]([CH2:37][CH2:38][CH2:39][C:40]([O-:42])=[O:41])[N:31]3[C:36]=2[CH:35]=[CH:34][CH:33]=[CH:32]3)=[O:27])[C:8]2[CH:7]=[CH:6][C:5]([CH2:1][CH:2]([CH3:4])[CH3:3])=[CH:10][CH:9]=2)=[CH:17][CH:16]=1)[CH:19]([CH3:20])[CH3:21].[Na+:47] |f:1.2,4.5|. Procedure: To a solution of 4-[1-[3-[bis(4-isobutylphenyl)methylamino]benzoyl]indolizin-3-yl]butyric acid (244 mg) in ethanol was added 1N sodium hydroxide. After removal of the solvent, the residue was dissolved in benzene, filtered through a cotton filter, and evaporated in vacuo to give sodium 4-[1-[3-[bis(4-isobutylphenyl)methylamino]benzoyl]indolizin-3-yl]butyrate (240 mg). Reactants: ClC1=CC=C(C=C1)C[C@H](C(=O)N1CCC(CC1)C1=C(C=CC=C1)N1C(N(C=C1)C)=O)NC(=O)OC(C)(C)C (N-((1R)-1-[(4-Chlorophenyl)methyl]-2-{4-[2-(3-methyl-2-oxo(4-imidazolinyl))-phenyl]piperidyl}-2-oxoethyl)(tert-butoxy)carboxamide), TEA, C1=CC2=C(N=C1)N(N=N2)O (HOAT), Cl (HCl), N1([C@@H](CC2=CC=CC=C2C1)C(=O)O)C(=O)OC(C)(C)C (Boc-L-TicOH), C(CCl)Cl (EDC). The solvent is CN(C)C=O (DMF), CCOC(=O)C (EtOAc). The product is ClC1=CC=C(C=C1)C[C@H](C(=O)N1CCC(CC1)C1=C(C=CC=C1)N1C(N(C=C1)C)=O)NC(=O)[C@H]1N(CC2=CC=CC=C2C1)C(=O)OC(C)(C)C (tert-Butyl(3S)-3-[N-((1R)-1-[(4-chlorophenyl)methyl]-2-{4-[2-(3-methyl-2-oxo(4-imidazolinyl))phenyl]piperidyl}-2-oxoethyl)carbamoyl]-1,2,3,4-tetrahydroisoquinoline-2-carboxylate). Isolated yield 39.1%. As a reaction SMILES: [Cl:1][C:2]1[CH:7]=[CH:6][C:5]([CH2:8][C@@H:9]([NH:31]C(OC(C)(C)C)=O)[C:10]([N:12]2[CH2:17][CH2:16][CH:15]([C:18]3[CH:23]=[CH:22][CH:21]=[CH:20][C:19]=3[N:24]3[CH:28]=[CH:27][N:26]([CH3:29])[C:25]3=[O:30])[CH2:14][CH2:13]2)=[O:11])=[CH:4][CH:3]=1.Cl.[N:40]1([C:53]([O:55][C:56]([CH3:59])([CH3:58])[CH3:57])=[O:54])[CH2:49][C:48]2[C:43](=[CH:44]C=CC=2)[CH2:42][C@H:41]1[C:50]([OH:52])=O.[CH:60]1[CH:65]=NC2N(O)N=NC=2[CH:61]=1.C(Cl)CCl>CCOC(C)=O.CN(C=O)C>[Cl:1][C:2]1[CH:7]=[CH:6][C:5]([CH2:8][C@@H:9]([NH:31][C:50]([C@@H:41]2[CH2:42][C:43]3[C:48](=[CH:61][CH:60]=[CH:65][CH:44]=3)[CH2:49][N:40]2[C:53]([O:55][C:56]([CH3:59])([CH3:58])[CH3:57])=[O:54])=[O:52])[C:10]([N:12]2[CH2:13][CH2:14][CH:15]([C:18]3[CH:23]=[CH:22][CH:21]=[CH:20][C:19]=3[N:24]3[CH:28]=[CH:27][N:26]([CH3:29])[C:25]3=[O:30])[CH2:16][CH2:17]2)=[O:11])=[CH:4][CH:3]=1. Procedure: The title compound was prepared according to the procedure described in Example 10 (Step b) using N-((1R)-1-[(4-chlorophenyl)methyl]-2-{4-[2-(3-methyl-2-oxo(4-imidazolinyl))-phenyl]piperidyl}-2-oxoethyl)(tert-butoxy)carboxamide (Step b) (0.237 g, 0.44 mmol) and satd anhydrous HCl in EtOAc, followed by Boc-L-TicOH (Advanced ChemTech) (0.123 g, 0.44 mmol), HOAT (Aldrich) (0.06 g, 0.44 mmol), TEA (Aldrich) (0.06 mL, 0.44 mmol) and EDC (Advanced ChemTech) (0.126 g, 0.66 mmol) in DMF (10 mL). Purific...